From a dataset of the Open Reaction Database (ORD), a public repository of structured organic reaction records. describe an organic reaction: reactants, conditions, products, and yield The reactants are C(C)(=O)C=1C=C2CC(CC2=CC1)(C)NC(C1=CC=CC=C1)=O (N-(5-acetyl-2-methyl-indan-2-yl)-benzamide). Reagents/catalysts: [Pd] (Pd/C). Run in C(C)O (ethanol), Cl (HCl). Yields the product C(C)C=1C=C2CC(CC2=CC1)(C)NC(C1=CC=CC=C1)=O (N-(5-Ethyl-2-methyl-indan-2-yl)-benzamide). As a reaction SMILES: [C:1]([C:4]1[CH:5]=[C:6]2[C:10](=[CH:11][CH:12]=1)[CH2:9][C:8]([NH:14][C:15](=[O:22])[C:16]1[CH:21]=[CH:20][CH:19]=[CH:18][CH:17]=1)([CH3:13])[CH2:7]2)(=O)[CH3:2]>C(O)C.Cl.[Pd]>[CH2:1]([C:4]1[CH:5]=[C:6]2[C:10](=[CH:11][CH:12]=1)[CH2:9][C:8]([NH:14][C:15](=[O:22])[C:16]1[CH:17]=[CH:18][CH:19]=[CH:20][CH:21]=1)([CH3:13])[CH2:7]2)[CH3:2]. Procedure: A solution of N-(5-acetyl-2-methyl-indan-2-yl)-benzamide (3.4 g) in ethanol (200 ml) and conc. HCl (2 ml) is stirred under hydrogen in the presence of 10% Pd/C at room temperature for 48 hours. The mixture is filtered through celite and the filtrate is concentrated in vacuo to give the title compound. Run at time 1 hour. Product: ClS(=O)(=O)C1=C2C=CC=NC2=C(C=C1)NN=C(C#N)C(=O)C (2-(5-Chlorosulfonyl-8-quinolylhydrazono)acetoaceto nitrile). The solvent is CN1C(CCC1)=O (N-methylpyrrolidinone). Procedure details: To a 250 ml round-bottom flask fitted with calcium sulfate drying tube was added 4.5 g (0.0126 m) of 2-(5-sulfo-8-quinolylhydrazono)acetoacetonitrile, potassium salt and 45 ml phosphorus oxychloride. The resultant slurry was chilled to <5° C. and 4.5 ml N-methylpyrrolidinone was slowly added. After stirring 1 hour. at 0°-5° C., the slurry was stirred overnight at room temperature followed by quenching in 500 ml ice water. The resultant yellow solid was collected, air dried and recrystallized fro... The reactants are S(=O)(=O)(O)C1=C2C=CC=NC2=C(C=C1)NN=C(C#N)C(=O)C (2-(5-sulfo-8-quinolylhydrazono)acetoacetonitrile), [K] (potassium), P(=O)(Cl)(Cl)Cl (phosphorus oxychloride). Reaction SMILES: [S:1]([C:5]1[CH:14]=[CH:13][C:12]([NH:15][N:16]=[C:17]([C:20]([CH3:22])=[O:21])[C:18]#[N:19])=[C:11]2[C:6]=1[CH:7]=[CH:8][CH:9]=[N:10]2)(O)(=[O:3])=[O:2].[K].P(Cl)(Cl)([Cl:26])=O>CN1CCCC1=O>[Cl:26][S:1]([C:5]1[CH:14]=[CH:13][C:12]([NH:15][N:16]=[C:17]([C:20]([CH3:22])=[O:21])[C:18]#[N:19])=[C:11]2[C:6]=1[CH:7]=[CH:8][CH:9]=[N:10]2)(=[O:3])=[O:2] |^1:22|. Starting materials: Cl.N[C@@H](C(C)C)C(=O)OC (L-valine, methyl ester, hydrochloride), [BH3-]C#N.[Na+] (NaCNBH3), C(CCCCC=C)=O (hept-6-enal). Reagents/catalysts: [Cl-].[Cl-].[Zn+2] (ZnCl2). Run in CO (MeOH). Run at time 8 hour. The product is C(CCCCC=C)N[C@H](C(=O)OC)C(C)C (Methyl (2S)-2-(hept-6-en-1-ylamino)-3-methylbutanoate). The yield is 98.0%. As a reaction SMILES: Cl.[NH2:2][C@H:3]([C:7]([O:9][CH3:10])=[O:8])[CH:4]([CH3:6])[CH3:5].[BH3-]C#N.[Na+].[CH:15](=O)[CH2:16][CH2:17][CH2:18][CH2:19][CH:20]=[CH2:21]>CO.[Cl-].[Cl-].[Zn+2]>[CH2:21]([NH:2][C@@H:3]([CH:4]([CH3:6])[CH3:5])[C:7]([O:9][CH3:10])=[O:8])[CH2:20][CH2:19][CH2:18][CH2:17][CH:16]=[CH2:15] |f:0.1,2.3,6.7.8|. Procedure: To a solution (0.3M) of L-valine, methyl ester, hydrochloride in dry MeOH was added ZnCl2 (1.0 eq.), NaCNBH3 (1.2 eq.), hept-6-enal 66 (1.2 eq.), and the reaction mixture was stirred at RT overnight. Then the volatiles were evaporated at reduced pressure and the residue taken-up in CH2Cl2 and washed with a saturated aq. solution of NaHCO3. The organic layer was dried over Na2SO4 and evaporated at reduced pressure affording the title compound (98%) as yellow pale oil. Starting materials: C1CCOC1, COCCCO, CO, ClCCl, COc1c(C)cnc(CN2c3nc(N)ncc3NC(=O)C2C)c1C, CC(C)OC(=O)N=NC(=O)OC(C)C, c1ccc(P(c2ccccc2)c2ccccc2)cc1. The product is COCCCN1C(=O)C(C)N(Cc2ncc(C)c(OC)c2C)c2nc(N)ncc21. Reaction SMILES: [CH2:64]1[O:65][CH2:66][CH2:67][CH2:68]1.[CH3:25][O:26][CH2:27][CH2:28][CH2:29][OH:30].[CH3:69][OH:70].[Cl:71][CH2:72][Cl:73].[NH2:1][c:2]1[n:3][c:4]2[c:9]([cH:10][n:11]1)[NH:8][C:7](=[O:12])[CH:6]([CH3:13])[N:5]2[CH2:14][c:15]1[n:16][cH:17][c:18]([CH3:24])[c:19]([O:22][CH3:23])[c:20]1[CH3:21].[O:50]=[C:51]([O:52][CH:53]([CH3:54])[CH3:55])[N:56]=[N:57][C:58]([O:59][CH:60]([CH3:61])[CH3:62])=[O:63].[c:31]1([P:32]([c:33]2[cH:34][cH:35][cH:36][cH:37][cH:38]2)[c:39]2[cH:40][cH:41][cH:42][cH:43][cH:44]2)[cH:45][cH:46][cH:47][cH:48][cH:49]1>>[NH2:1][c:2]1[n:3][c:4]2[c:9]([cH:10][n:11]1)[N:8]([CH2:29][CH2:28][CH2:27][O:26][CH3:25])[C:7](=[O:12])[CH:6]([CH3:13])[N:5]2[CH2:14][c:15]1[n:16][cH:17][c:18]([CH3:24])[c:19]([O:22][CH3:23])[c:20]1[CH3:21]. The reactants are CS(C)=O, CC(C)Nc1ccc2nc(Cl)sc2c1, [K+], [K+], [K+], N#C[K], O=P([O-])([O-])[O-]. The product is CC(C)Nc1ccc2nc(C#N)sc2c1. RXN SMILES: [CH3:26][S:27]([CH3:28])=[O:29].[Cl:4][c:5]1[s:6][c:7]2[c:8]([n:9]1)[cH:10][cH:11][c:12]([NH:14][CH:15]([CH3:16])[CH3:17])[cH:13]2.[K+:23].[K+:24].[K+:25].[K:1][C:2]#[N:3].[P:18]([O-:19])([O-:20])([O-:21])=[O:22]>>[C:2](#[N:3])[c:5]1[s:6][c:7]2[c:8]([n:9]1)[cH:10][cH:11][c:12]([NH:14][CH:15]([CH3:16])[CH3:17])[cH:13]2. The reactants are CN(CC(=O)O)C(=O)OC(C)(C)C, CN(C)c1ccncc1, C(=NC1CCCCC1)=NC1CCCCC1, N#CCCNc1cccc(Cl)c1, ClCCl. Product: CN(CC(=O)N(CCC#N)c1cccc(Cl)c1)C(=O)OC(C)(C)C. As a reaction SMILES: [C:1]([CH3:2])([CH3:3])([CH3:4])[O:5][C:6](=[O:7])[N:8]([CH2:9][C:10](=[O:11])[OH:12])[CH3:13].[CH3:44][N:45]([c:46]1[cH:47][cH:48][n:49][cH:50][cH:51]1)[CH3:52].[CH:26]1([N:27]=[C:28]=[N:29][CH:30]2[CH2:31][CH2:32][CH2:33][CH2:34][CH2:35]2)[CH2:36][CH2:37][CH2:38][CH2:39][CH2:40]1.[Cl:14][c:15]1[cH:16][c:17]([NH:21][CH2:22][CH2:23][C:24]#[N:25])[cH:18][cH:19][cH:20]1.[Cl:41][CH2:42][Cl:43]>>[C:1]([CH3:2])([CH3:3])([CH3:4])[O:5][C:6](=[O:7])[N:8]([CH2:9][C:10](=[O:12])[N:21]([c:17]1[cH:16][c:15]([Cl:14])[cH:20][cH:19][cH:18]1)[CH2:22][CH2:23][C:24]#[N:25])[CH3:13].